Dataset: the Open Reaction Database (ORD), a public repository of structured organic reaction records. Task: describe an organic reaction: reactants, conditions, products, and yield Reactants: O=c1c2cc(Br)ccc2cnn1Cc1cccnc1, Oc1ccc(Cl)cc1. Product: O=c1c2cc(Oc3ccc(Cl)cc3)ccc2cnn1Cc1cccnc1. RXN SMILES: [Br:1][c:2]1[cH:3][cH:4][c:5]2[cH:6][n:7][n:8]([CH2:13][c:14]3[cH:15][n:16][cH:17][cH:18][cH:19]3)[c:9](=[O:12])[c:10]2[cH:11]1.[OH:20][c:21]1[cH:22][cH:23][c:24]([Cl:25])[cH:26][cH:27]1>>[c:2]1([O:20][c:21]2[cH:22][cH:23][c:24]([Cl:25])[cH:26][cH:27]2)[cH:3][cH:4][c:5]2[cH:6][n:7][n:8]([CH2:13][c:14]3[cH:15][n:16][cH:17][cH:18][cH:19]3)[c:9](=[O:12])[c:10]2[cH:11]1. The reactants are C(=O)(C(F)(F)F)O (TFA), NC(CC1=C(CCC2=NC(=NC=C2C(F)(F)F)NC2=CC=C(CNC(OC(C)(C)C)=O)C=C2)C=CC=C1)=O (tert-butyl 4-((4-(2-(2-amino-2-oxoethyl)phenethyl)-5-(trifluoromethyl)pyrimidin-2-yl)amino)benzylcarbamate), petroleum benzine. Run in C(Cl)Cl (DCM), C(Cl)Cl (DCM). Conditions: time 20 hour. Yields the product NCC1=CC=C(C=C1)NC1=NC=C(C(=N1)CCC1=C(C=CC=C1)CC(=O)N)C(F)(F)F (2-(2-(2-(2-((4-(Aminomethyl)phenyl)amino)-5-(trifluoromethyl)pyrimidin-4-yl)ethyl)phenyl)acetamide). Yield: 75.8%. As a reaction SMILES: C(O)(C(F)(F)F)=O.[NH2:8][C:9](=[O:45])[CH2:10][C:11]1[CH:44]=[CH:43][CH:42]=[CH:41][C:12]=1[CH2:13][CH2:14][C:15]1[C:20]([C:21]([F:24])([F:23])[F:22])=[CH:19][N:18]=[C:17]([NH:25][C:26]2[CH:40]=[CH:39][C:29]([CH2:30][NH:31]C(=O)OC(C)(C)C)=[CH:28][CH:27]=2)[N:16]=1>C(Cl)Cl>[NH2:31][CH2:30][C:29]1[CH:28]=[CH:27][C:26]([NH:25][C:17]2[N:16]=[C:15]([CH2:14][CH2:13][C:12]3[CH:41]=[CH:42][CH:43]=[CH:44][C:11]=3[CH2:10][C:9]([NH2:8])=[O:45])[C:20]([C:21]([F:23])([F:24])[F:22])=[CH:19][N:18]=2)=[CH:40][CH:39]=1. Reported procedure: TFA (954 μL, 12.5 mmol) was added to a solution of tert-butyl 4-((4-(2-(2-amino-2-oxoethyl)phenethyl)-5-(trifluoromethyl)pyrimidin-2-yl)amino)benzylcarbamate (A16) (220 mg, 0.415 mmol) in DCM (10 mL) and the resulting mixture stirred for 20 hours at room temperature. The volatiles were removed in vacuo and the resulting residue partitioned between EtOAc (100 mL) and 2 M aqueous NaOH (100 mL). The layers were separated and the organic layer washed with water (100 mL), brine (50 mL), dried (MgSO4)... The reactants are Cc1cc2cc(O)ccc2[nH]1, COC1CN(C(=O)c2cc3nccc(Cl)c3s2)CC1OC. The product is COC1CN(C(=O)c2cc3nccc(Oc4ccc5[nH]c(C)cc5c4)c3s2)CC1OC. Reaction SMILES: [CH3:22][c:23]1[nH:24][c:25]2[cH:26][cH:27][c:28]([OH:32])[cH:29][c:30]2[cH:31]1.[Cl:1][c:2]1[c:3]2[c:4]([n:5][cH:6][cH:7]1)[cH:8][c:9]([C:11](=[O:12])[N:13]1[CH2:14][CH:15]([O:20][CH3:21])[CH:16]([O:18][CH3:19])[CH2:17]1)[s:10]2>>[c:2]1([O:32][c:28]2[cH:27][cH:26][c:25]3[nH:24][c:23]([CH3:22])[cH:31][c:30]3[cH:29]2)[c:3]2[c:4]([n:5][cH:6][cH:7]1)[cH:8][c:9]([C:11](=[O:12])[N:13]1[CH2:14][CH:15]([O:20][CH3:21])[CH:16]([O:18][CH3:19])[CH2:17]1)[s:10]2. Starting materials: F[B-](F)(F)F.C1(=CC=CC=C1)C(C1=CC=CC=C1)(C1=CC=CC=C1)[N+]1=CC=CC=C1 (Triphenylmethylpyridinium tetrafluoroborate), C1(=CC=CC=C1)CC(=O)OCC (Ethyl phenylacetate), [Li+].CC(C)[N-]C(C)C (LDA), resultant solution. Run in C1CCOC1 (THF). Conditions: temperature 0 celsius. Product: C1(=CC=CC=C1)C(C(=O)OCC)C1=NC=CC=C1 (ethyl α-phenylpyridylacetate). Isolated yield 43.6%. RXN SMILES: [C:1]1([CH2:7][C:8]([O:10][CH2:11][CH3:12])=[O:9])[CH:6]=[CH:5][CH:4]=[CH:3][CH:2]=1.[Li+].CC([N-]C(C)C)C.F[B-](F)(F)F.C1(C([N+:45]2[CH:50]=[CH:49][CH:48]=[CH:47][CH:46]=2)(C2C=CC=CC=2)C2C=CC=CC=2)C=CC=CC=1>C1COCC1>[C:1]1([CH:7]([C:46]2[CH:47]=[CH:48][CH:49]=[CH:50][N:45]=2)[C:8]([O:10][CH2:11][CH3:12])=[O:9])[CH:6]=[CH:5][CH:4]=[CH:3][CH:2]=1 |f:1.2,3.4|. Procedure details: Ethyl phenylacetate (3.13 g, 19 mmol, 1.0 equiv) was added in a dropwise manner to a solution of LDA (19 mmol, 1 equiv) in THF (30 mL) at −78° C. The resultant solution was maintained at to −78° C. for 25 minutes, and then warmed to 0° C. for 10 minutes. Triphenylmethylpyridinium tetrafluoroborate (7.8 g, 19 mmol, 1.0 equiv) was added in one portion. The reaction mixture was allowed to warm to 23° C. overnight and then concentrated. The residue was partitioned between saturated aqueous ammonium ... Starting materials: CN(C=1C=C(C(=O)O)C=CC1)C (3-(dimethylamino)benzoic acid), CCN=C=NCCCN(C)C.Cl (EDC hydrochloride), O.ON1N=NC2=C1C=CC=C2 (1-hydroxybenzotriazole monohydrate), O1CCC(CC1)C(=O)C1=C(N=C(S1)N)C=1OC=CC1 (2-Amino-4-(2-furyl)thiazol-5-yl tetrahydropyran-4-yl ketone). The solvent is CN(C)C=O (DMF), O (water). Run at temperature 80 celsius, time 2 hour. The product is CN(C=1C=C(C(=O)NC=2SC(=C(N2)C=2OC=CC2)C(=O)C2CCOCC2)C=CC1)C (3-(Dimethylamino)-N-[4-(2-furyl)-5-(tetrahydropyran-4-ylcarbonyl)thiazol-2-yl]benzamide). Yield: 41.0%. RXN SMILES: [O:1]1[CH2:6][CH2:5][CH:4]([C:7]([C:9]2[S:13][C:12]([NH2:14])=[N:11][C:10]=2[C:15]2[O:16][CH:17]=[CH:18][CH:19]=2)=[O:8])[CH2:3][CH2:2]1.[CH3:20][N:21]([CH3:31])[C:22]1[CH:23]=[C:24]([CH:28]=[CH:29][CH:30]=1)[C:25](O)=[O:26].CCN=C=NCCCN(C)C.Cl.O.ON1C2C=CC=CC=2N=N1>CN(C=O)C.O>[CH3:20][N:21]([CH3:31])[C:22]1[CH:23]=[C:24]([CH:28]=[CH:29][CH:30]=1)[C:25]([NH:14][C:12]1[S:13][C:9]([C:7]([CH:4]2[CH2:5][CH2:6][O:1][CH2:2][CH2:3]2)=[O:8])=[C:10]([C:15]2[O:16][CH:17]=[CH:18][CH:19]=2)[N:11]=1)=[O:26] |f:2.3,4.5|. Procedure details: Compound 454 (125 mg, 0.450 mmol) was dissolved in DMF (2 mL), and 3-(dimethylamino)benzoic acid (296 mg, 1.80 mmol), EDC hydrochloride (344 mg, 1.80 mmol) and 1-hydroxybenzotriazole monohydrate (276 mg, 1.80 mmol) were added thereto, followed by stirring at 80° C. for 2 hours. The reaction mixture was poured into water (200 mL), followed by extraction with chloroform. The organic layer was washed with water and a saturated aqueous solution of sodium chloride and dried over anhydrous magnesium s... Starting materials: COC=1C=C2C[C@@H](C2=CC1OC)CNC ({[(7S)-3,4-dimethoxybicyclo[4.2.0]octa-1,3,5-trien-7-yl]methyl}methylamine), BrCCO (2-bromoethanol), C([O-])([O-])=O.[K+].[K+] (potassium carbonate). The solvent is C(C)#N (acetonitrile). Run at time 8 hour. Yields the product COC=1C=C2C[C@@H](C2=CC1OC)CN(CCO)C (2-[{[(7S)-3,4-Dimethoxybicyclo[4.2.0]octa-1,3,5-trien-7-yl]methyl}(methyl)amino]ethanol). As a reaction SMILES: [CH3:1][O:2][C:3]1[CH:4]=[C:5]2[C:8](=[CH:9][C:10]=1[O:11][CH3:12])[C@@H:7]([CH2:13][NH:14][CH3:15])[CH2:6]2.BrC[CH2:18][OH:19].[C:20](=O)([O-])[O-].[K+].[K+]>C(#N)C>[CH3:1][O:2][C:3]1[CH:4]=[C:5]2[C:8](=[CH:9][C:10]=1[O:11][CH3:12])[C@@H:7]([CH2:13][N:14]([CH3:20])[CH2:15][CH2:18][OH:19])[CH2:6]2 |f:2.3.4|. Reported procedure: At ambient temperature, 1.04 g (5 mmol) of {[(7S)-3,4-dimethoxybicyclo[4.2.0]octa-1,3,5-trien-7-yl]methyl}methylamine, 0.44 mL (6 mmol/1.2 eq.) of 2-bromoethanol and 2.07 g (15 mmol/3 eq.) of potassium carbonate are mixed into 10 mL of acetonitrile. Refluxing is carried out overnight, followed by drying. The residue is taken up in dichloromethane, washed with water and dried over magnesium sulphate to yield, after concentration, the desired product. Reactants: ClC1=CC(=NC=2N1N=C(C2)C)NC(C2=CC=C(C=C2)C(C)(C)O)=O (N-(7-chloro-2-methylpyrazolo[1,5-a]pyrimidin-5-yl)-4-(2-hydroxypropan-2-yl)benzamide), N1[C@@H](CCC1)CO ((S)-pyrrolidin-2-ylmethanol). The reagents and catalysts are CS(=O)C (DMSO). Solvent: CN(C)C=O (DMF), CO (methanol). Yields the product OC[C@H]1N(CCC1)C1=CC(=NC=2N1N=C(C2)C)NC(C2=CC=C(C=C2)C(C)(C)O)=O ((S)-N-(7-(2-(hydroxymethyl)pyrrolidin-1-yl)-2-methylpyrazolo[1,5-a]pyrimidin-5-yl)-4-(2-hydroxypropan-2-yl)benzamide). Isolated yield 80.9%. As a reaction SMILES: Cl[C:2]1[N:7]2[N:8]=[C:9]([CH3:11])[CH:10]=[C:6]2[N:5]=[C:4]([NH:12][C:13](=[O:24])[C:14]2[CH:19]=[CH:18][C:17]([C:20]([OH:23])([CH3:22])[CH3:21])=[CH:16][CH:15]=2)[CH:3]=1.[NH:25]1[CH2:29][CH2:28][CH2:27][C@H:26]1[CH2:30][OH:31]>CN(C=O)C.CS(C)=O.CO>[OH:31][CH2:30][C@@H:26]1[CH2:27][CH2:28][CH2:29][N:25]1[C:2]1[N:7]2[N:8]=[C:9]([CH3:11])[CH:10]=[C:6]2[N:5]=[C:4]([NH:12][C:13](=[O:24])[C:14]2[CH:19]=[CH:18][C:17]([C:20]([OH:23])([CH3:22])[CH3:21])=[CH:16][CH:15]=2)[CH:3]=1. Procedure: A solution of N-(7-chloro-2-methylpyrazolo[1,5-a]pyrimidin-5-yl)-4-(2-hydroxypropan-2-yl)benzamide (2F, 86 mg, 0.25 mmol) and (S)-pyrrolidin-2-ylmethanol (78 mg, 0.75 mmol) in DMF (1.0 mL) was stirred at 100° C. for 2 h. After cooling to room temperature, the mixture was diluted with a few drops of DMSO and methanol, and was then purified by preparatory HPLC (25-25% MeCN/H2O gradient+0.01% TFA). Lyophilization of the combined fractions gave the titled compound as a white solid (82.8 mg, 81%). Me...